From a dataset of the Open Reaction Database (ORD), a public repository of structured organic reaction records. describe an organic reaction: reactants, conditions, products, and yield The reactants are BrC=1C=C2C(=C(C=NC2=CC1)C(C)=O)Cl (1-(6-bromo-4-chloroquinolin-3-yl)ethanone), Cl.CN([C@@H]1CC[C@H](CC1)N)C (trans-N1,N1-dimethylcyclohexane-1,4-diamine hydrochloride). The product is BrC=1C=C2C(=C(C=NC2=CC1)C(C)=O)N[C@@H]1CC[C@H](CC1)N(C)C (1-{6-Bromo-4-[trans-4-(dimethylamino)cyclohexylamino]quinolin-3-yl}ethanone). Yield: 18.3%. Reaction SMILES: [Br:1][C:2]1[CH:3]=[C:4]2[C:9](=[CH:10][CH:11]=1)[N:8]=[CH:7][C:6]([C:12](=[O:14])[CH3:13])=[C:5]2Cl.Cl.[CH3:17][N:18]([CH3:26])[C@H:19]1[CH2:24][CH2:23][C@H:22]([NH2:25])[CH2:21][CH2:20]1>>[Br:1][C:2]1[CH:3]=[C:4]2[C:9](=[CH:10][CH:11]=1)[N:8]=[CH:7][C:6]([C:12](=[O:14])[CH3:13])=[C:5]2[NH:25][C@H:22]1[CH2:23][CH2:24][C@H:19]([N:18]([CH3:26])[CH3:17])[CH2:20][CH2:21]1 |f:1.2|. Procedure details: Following general procedure C, 1-(6-bromo-4-chloroquinolin-3-yl)ethanone (250 mg, 0.880 mmol) was reacted with trans-N1,N1-dimethylcyclohexane-1,4-diamine hydrochloride (280 mg, 1.32 mmol) to afford the desired product (63 mg, 18%): ESI MS m/z 390 [C19H24BrN3O+H]+.